Dataset: the Open Reaction Database (ORD), a public repository of structured organic reaction records. Task: describe an organic reaction: reactants, conditions, products, and yield The reactants are NC1=NC(=NC2=CC(=C(C=C12)OC)OC)N1CCN(CC1)C1=NC(=NC=C1)Cl (4-Amino-6,7-dimethoxy-2-[4-(2-chloropyrimidin-4-yl)-piperazino]quinazoline), N1CCOCC1 (morpholine). The solvent is C(CCC)O (n-butanol). The product is NC1=NC(=NC2=CC(=C(C=C12)OC)OC)N1CCN(CC1)C1=NC(=NC=C1)N1CCOCC1 (4-Amino-6,7-dimethoxy-2-[4-(2-morpholinopyrimidin-4-yl)piperazino]quinazoline). Isolated yield 35.4%. RXN SMILES: [NH2:1][C:2]1[C:11]2[C:6](=[CH:7][C:8]([O:14][CH3:15])=[C:9]([O:12][CH3:13])[CH:10]=2)[N:5]=[C:4]([N:16]2[CH2:21][CH2:20][N:19]([C:22]3[CH:27]=[CH:26][N:25]=[C:24](Cl)[N:23]=3)[CH2:18][CH2:17]2)[N:3]=1.[NH:29]1[CH2:34][CH2:33][O:32][CH2:31][CH2:30]1>C(O)CCC>[NH2:1][C:2]1[C:11]2[C:6](=[CH:7][C:8]([O:14][CH3:15])=[C:9]([O:12][CH3:13])[CH:10]=2)[N:5]=[C:4]([N:16]2[CH2:21][CH2:20][N:19]([C:22]3[CH:27]=[CH:26][N:25]=[C:24]([N:29]4[CH2:34][CH2:33][O:32][CH2:31][CH2:30]4)[N:23]=3)[CH2:18][CH2:17]2)[N:3]=1. Procedure: 4-Amino-6,7-dimethoxy-2-[4-(2-chloropyrimidin-4-yl)-piperazino]quinazoline (2.0 g, 5.0 mmole) and morpholine (1.1 g, 12.6 mmole) in n-butanol (150 ml) were heated in a bomb at 160° C. for 19 hours. The solvent was evaporated in vacuo and the residue partitioned between 5% methanol in chloroform and 5 N sodium hydroxide solution. The organic layer was separated, washed with water, dried (Na2SO4) and evaporated in vacuo. The residue was chromatographed on silica gel (20 g, "Kieselgel" (Trade Mark)... Reactants: C(=O)NC=1SC=C(N1)C(C(=O)O)=O (2-(2-formamidothiazol-4-yl)glyoxylic acid), CC=1SC=C(N1)CON (2-methylthiazol-4-ylmethoxyamine). The solvent is CO (methanol). Run at time 3 hour. Yields the product C(=O)NC=1SC=C(N1)C(C(=O)O)=NOCC=1N=C(SC1)C (2-(2-formamidothiazol-4-yl)-2-(2-methylthiazol-4-ylmethoxyimino)-acetic acid). The yield is 65.2%. RXN SMILES: [CH:1]([NH:3][C:4]1[S:5][CH:6]=[C:7]([C:9](=O)[C:10]([OH:12])=[O:11])[N:8]=1)=[O:2].[CH3:14][C:15]1[S:16][CH:17]=[C:18]([CH2:20][O:21][NH2:22])[N:19]=1>CO>[CH:1]([NH:3][C:4]1[S:5][CH:6]=[C:7]([C:9](=[N:22][O:21][CH2:20][C:18]2[N:19]=[C:15]([CH3:14])[S:16][CH:17]=2)[C:10]([OH:12])=[O:11])[N:8]=1)=[O:2]. Procedure details: A mixture of 2-(2-formamidothiazol-4-yl)glyoxylic acid (1.10 g.) and 2-methylthiazol-4-ylmethoxyamine (0.99 g.) in methanol (17 ml.) was stirred at room temperature for 3 hours. The precipitates were collected by filtration and washed with methanol to give 2-(2-formamidothiazol-4-yl)-2-(2-methylthiazol-4-ylmethoxyimino)-acetic acid (synisomer, 1.17 g.). Starting materials: CCOC(=O)C(C)C(=O)OCC, CC[O-], CC#N, F, CC(F)(C(=O)[O-])C(=O)[O-], [Na+]. The product is CCOC(=O)C(C)(F)C(=O)OCC. As a reaction SMILES: [CH2:1]([CH3:2])[O:3][C:4]([CH:5]([C:6](=[O:7])[O:8][CH2:9][CH3:10])[CH3:11])=[O:12].[CH3:14][CH2:15][O-:16].[CH3:27][C:28]#[N:29].[F:17].[F:18][C:19]([CH3:20])([C:21]([O-:22])=[O:23])[C:24]([O-:25])=[O:26].[Na+:13]>>[CH2:1]([CH3:2])[O:3][C:4]([C:5]([C:6](=[O:7])[O:8][CH2:9][CH3:10])([CH3:11])[F:18])=[O:12]. Reported procedure: 2.5 g of 3-methyl-2-methylthionaphtho[2,1-d]thiazolium p-toluenesulfonate (synthesized from 2-methylthionaphtho[2,1-d]thiazole and methyl p-toluenesulfonate), 1.7 g of 3-methoxyethoxyethoxyethylthiazolidine-4-on-2-thion and 30 ml of acetonitrile were fed into a 100 ml three-necked flask, and cooled to 5° C. 1.2 g of triethylamine was added to the resultant mixture. After stirring at 10° C. for 4 hours, yellow precipitates thus formed were suction-filtered, washed with 10 ml of acetonitrile twice... Reaction SMILES: C1(C)C=CC(S([O-])(=O)=O)=CC=1.[CH3:12][N+:13]1[C:17]2[CH:18]=[CH:19][C:20]3[C:25]([C:16]=2[S:15][C:14]=1SC)=[CH:24][CH:23]=[CH:22][CH:21]=3.[CH3:28][O:29][CH2:30][CH2:31][O:32][CH2:33][CH2:34][O:35][CH2:36][CH2:37][N:38]1[C:42](=[O:43])[CH2:41][S:40][C:39]1=[S:44].C(#N)C>C(N(CC)CC)C>[CH3:28][O:29][CH2:30][CH2:31][O:32][CH2:33][CH2:34][O:35][CH2:36][CH2:37][N:38]1[C:42](=[O:43])[C:41](=[C:14]2[N:13]([CH3:12])[C:17]3[CH:18]=[CH:19][C:20]4[C:25]([C:16]=3[S:15]2)=[CH:24][CH:23]=[CH:22][CH:21]=4)[S:40][C:39]1=[S:44] |f:0.1|. Product: COCCOCCOCCN1C(SC(C1=O)=C1SC2=C(N1C)C=CC1=CC=CC=C12)=S (3-methoxyethoxyethoxyethyl-5-(3-methylnaphtho[2,1-d]thiazolin-2-ylidene)thiazolidine-4-on-2-thion). Reaction conditions: temperature 5 celsius, time 4 hour. Solvent: C(C)N(CC)CC (triethylamine). Starting materials: C1(=CC=C(C=C1)S(=O)(=O)[O-])C.C[N+]1=C(SC2=C1C=CC1=CC=CC=C12)SC (3-methyl-2-methylthionaphtho[2,1-d]thiazolium p-toluenesulfonate), COCCOCCOCCN1C(SCC1=O)=S (3-methoxyethoxyethoxyethylthiazolidine-4-on-2-thion), C(C)#N (acetonitrile), resultant mixture.